Dataset: the Open Reaction Database (ORD), a public repository of structured organic reaction records. Task: describe an organic reaction: reactants, conditions, products, and yield The reactants are CCO, [Cl-], CC(=O)c1ccc([N+](=O)[O-])c(Sc2ccc(F)cc2F)c1, [Fe], [NH4+], O. Yields the product CC(=O)c1ccc(N)c(Sc2ccc(F)cc2F)c1. As a reaction SMILES: [CH3:24][CH2:25][OH:26].[Cl-:22].[F:1][c:2]1[c:3]([S:9][c:10]2[cH:11][c:12]([C:19]([CH3:20])=[O:21])[cH:13][cH:14][c:15]2[N+:16]([O-:17])=[O:18])[cH:4][cH:5][c:6]([F:8])[cH:7]1.[Fe:28].[NH4+:23].[OH2:27]>>[F:1][c:2]1[c:3]([S:9][c:10]2[cH:11][c:12]([C:19]([CH3:20])=[O:21])[cH:13][cH:14][c:15]2[NH2:16])[cH:4][cH:5][c:6]([F:8])[cH:7]1. The reactants are C(C1=CC=CC=C1)N(C(C(NN=C(CCCC)OCC)=O)=O)C (ethyl valerate 5-benzyl-5-methylsemioxamazone), C(#N)C1=C(C=CC=C1)C1=CC=C(C=C1)CN ([(2'-Cyanobiphenyl-4-yl)methyl]amine). The solvent is C(C)O (ethanol). Conditions: temperature 50 celsius, time 2 hour. Product: C(C1=CC=CC=C1)N(C(=O)C1=NN=C(N1CC1=CC=C(C=C1)C1=C(C=CC=C1)C#N)CCCC)C (3-(N-Benzyl-N-methylcarbamoyl)-5-n-butyl-4-[(2'-cyanobiphenyl-4-yl)methyl]-4H-1,2,4-triazole). Isolated yield 76.1%. RXN SMILES: [CH2:1]([N:8]([CH3:23])[C:9](=[O:22])[C:10](=O)[NH:11][N:12]=[C:13](OCC)[CH2:14][CH2:15][CH2:16][CH3:17])[C:2]1[CH:7]=[CH:6][CH:5]=[CH:4][CH:3]=1.[C:24]([C:26]1[CH:31]=[CH:30][CH:29]=[CH:28][C:27]=1[C:32]1[CH:37]=[CH:36][C:35]([CH2:38][NH2:39])=[CH:34][CH:33]=1)#[N:25]>C(O)C>[CH2:1]([N:8]([CH3:23])[C:9]([C:10]1[N:39]([CH2:38][C:35]2[CH:34]=[CH:33][C:32]([C:27]3[CH:28]=[CH:29][CH:30]=[CH:31][C:26]=3[C:24]#[N:25])=[CH:37][CH:36]=2)[C:13]([CH2:14][CH2:15][CH2:16][CH3:17])=[N:12][N:11]=1)=[O:22])[C:2]1[CH:3]=[CH:4][CH:5]=[CH:6][CH:7]=1. Procedure: A mixture of 319 mg (1 mmole) of ethyl valerate 5-benzyl-5-methylsemioxamazone (from Step C), 312 mg (1.5 mmole) of [(2'-cyanobiphenyl-4-yl)methyl]amine (from Step D), and 3 ml of dry ethanol was stirred under N2 in an oil bath at 50° C. for 2 hours and then at 70° C. for an additional 22 hours. The solution was concentrated in vacuo, and a solution of the residue in 30 ml of ethyl acetate was washed with 2×25 ml of 2 N HCl followed by 25 ml of saturated NaHCO3. The dried (MgSO4) ethyl acetate p... Starting materials: ice water, ClC1=C(C=C(C=C1)Cl)S(=O)(=O)N (2,5-dichloro-benzenesulfonamide), CSC(=NC#N)SC (dimethyl N-cyanodithioiminocarbonate), [OH-].[Na+] (NaOH), Cl (HCl). Solvent: C(C)O (ethanol), O (H2O). The product is C(#N)N=C(NS(=O)(=O)C1=C(C=CC(=C1)Cl)Cl)SC (N'-Cyano-N-(2,5-dichlorophenylsulfonyl)-S-methylisothiourea). The yield is 60.7%. RXN SMILES: [Cl:1][C:2]1[CH:7]=[CH:6][C:5]([Cl:8])=[CH:4][C:3]=1[S:9]([NH2:12])(=[O:11])=[O:10].[CH3:13][S:14][C:15](SC)=[N:16][C:17]#[N:18].[OH-].[Na+].Cl>C(O)C.O>[C:17]([N:16]=[C:15]([S:14][CH3:13])[NH:12][S:9]([C:3]1[CH:4]=[C:5]([Cl:8])[CH:6]=[CH:7][C:2]=1[Cl:1])(=[O:10])=[O:11])#[N:18] |f:2.3|. Procedure: A solution of 10.6 g (43.2 mmol) of 2,5-dichloro-benzenesulfonamide, 7.15 g (44.0 mmol) of 90 percent dimethyl N-cyanodithioiminocarbonate and 1.8 g (44 mmol) of NaOH in 60 ml of ethanol and 10 ml of H2O was heated at reflux for 6 hours. After cooling to room temperature the reaction mixture was poured into 600 ml of ice water. The resulting solution was acidified with 6N HCl to separate 2.2 g of the desired product as a white solid. Concentration of the filtrate gave an additional 8.5 g of the ... Reactants: CC1=CC=C(C=C1)S(=O)(=O)OC[C@@H]1[C@H]([C@@H]([C@H]([C@]2(O1)OCC1=CC(=C(C=C12)CC1=CC=C(C=C1)CC)Cl)O)O)O (((1S,3′R,4′S,5′S,6′R)-5-chloro-6-(4-ethylbenzyl)-3′,4′,5′-trihydroxy-3′,4′,5′,6′-tetrahydro-3H-spiro[isobenzofuran-1,2′-pyran]-6′-yl)methyl 4-methylbenzenesulfonate), FC(C[O-])(F)F.[Na+] (sodium trifluoroethoxide). Yields the product ClC=1C=C2CO[C@]3(O[C@@H]([C@H]([C@@H]([C@H]3O)O)O)COCC(F)(F)F)C2=CC1CC1=CC=C(C=C1)CC ((1S,3′R,4′S,5′S,6′R)-5-chloro-6-(4-ethylbenzyl)-6′-((2,2,2-trifluoroethoxy)methyl)-3′,4′,5′,6′-tetrahydro-3H-spiro[isobenzofuran-1,2′-pyran]-3′,4′,5′-triol). RXN SMILES: CC1C=CC(S(O[CH2:12][C@H:13]2[O:18][C@@:17]3([C:26]4[C:21](=[CH:22][C:23]([Cl:36])=[C:24]([CH2:27][C:28]5[CH:33]=[CH:32][C:31]([CH2:34][CH3:35])=[CH:30][CH:29]=5)[CH:25]=4)[CH2:20][O:19]3)[C@H:16]([OH:37])[C@@H:15]([OH:38])[C@@H:14]2[OH:39])(=O)=O)=CC=1.[F:40][C:41]([F:45])([F:44])[CH2:42][O-:43].[Na+]>>[Cl:36][C:23]1[CH:22]=[C:21]2[C:26](=[CH:25][C:24]=1[CH2:27][C:28]1[CH:33]=[CH:32][C:31]([CH2:34][CH3:35])=[CH:30][CH:29]=1)[C@:17]1([C@H:16]([OH:37])[C@@H:15]([OH:38])[C@H:14]([OH:39])[C@@H:13]([CH2:12][O:43][CH2:42][C:41]([F:45])([F:44])[F:40])[O:18]1)[O:19][CH2:20]2 |f:1.2|. Reported procedure: To ((1S,3′R,4′S,5′S,6′R)-5-chloro-6-(4-ethylbenzyl)-3′,4′,5′-trihydroxy-3′,4′,5′,6′-tetrahydro-3H-spiro[isobenzofuran-1,2′-pyran]-6′-yl)methyl 4-methylbenzenesulfonate (14 mg, 0.024 mmol) was added 1 mL of freshly prepared sodium trifluoroethoxide solution (1.5 M). After refluxing for 5 h at temperature, the reaction was quenched with 2 mL of water. The organic solvent was distilled off and the water layer was extracted with ethyl acetate. The combined organic layers were washed with brine prior... Reactants: COCc1cc(OCCc2nc(-c3ccccc3)oc2C)ccc1CCC(=O)OC(C)(C)C, ClCCl, O=C(O)C(F)(F)F. The product is COCc1cc(OCCc2nc(-c3ccccc3)oc2C)ccc1CCC(=O)O. RXN SMILES: [C:1]([CH3:2])([CH3:3])([CH3:4])[O:5][C:6]([CH2:7][CH2:8][c:9]1[c:10]([CH2:30][O:31][CH3:32])[cH:11][c:12]([O:15][CH2:16][CH2:17][c:18]2[n:19][c:20](-[c:24]3[cH:25][cH:26][cH:27][cH:28][cH:29]3)[o:21][c:22]2[CH3:23])[cH:13][cH:14]1)=[O:33].[Cl:41][CH2:42][Cl:43].[OH:34][C:35]([C:36]([F:37])([F:38])[F:39])=[O:40]>>[O:5]=[C:6]([CH2:7][CH2:8][c:9]1[c:10]([CH2:30][O:31][CH3:32])[cH:11][c:12]([O:15][CH2:16][CH2:17][c:18]2[n:19][c:20](-[c:24]3[cH:25][cH:26][cH:27][cH:28][cH:29]3)[o:21][c:22]2[CH3:23])[cH:13][cH:14]1)[OH:33]. Starting materials: Cl.CCOCC (HCl ether), C(C)(C)(C)C1=NC2=C(N1CC1CCC(CC1)(F)F)C=CC(=C2)NC(OC)=O (Methyl {2-tert-butyl-1-[(4,4-difluorocyclohexyl)methyl]-1H-benzimidazol-5-yl}carbamate), [H-].[H-].[H-].[H-].[Li+].[Al+3] (LiAlH4). Run in C1CCOC1 (THF). Reaction conditions: temperature 0 celsius, time 15 minute. Product: C(C)(C)(C)C1=NC2=C(N1CC1CCC(CC1)(F)F)C=CC(=C2)NC (2-tert-Butyl-1-[(4,4-difluorocyclohexyl)methyl]-N-methyl-1H-benzimidazol-5-amine). RXN SMILES: [C:1]([C:5]1[N:9]([CH2:10][CH:11]2[CH2:16][CH2:15][C:14]([F:18])([F:17])[CH2:13][CH2:12]2)[C:8]2[CH:19]=[CH:20][C:21]([NH:23][C:24](=O)OC)=[CH:22][C:7]=2[N:6]=1)([CH3:4])([CH3:3])[CH3:2].Cl.CCOCC.[H-].[H-].[H-].[H-].[Li+].[Al+3]>C1COCC1>[C:1]([C:5]1[N:9]([CH2:10][CH:11]2[CH2:16][CH2:15][C:14]([F:17])([F:18])[CH2:13][CH2:12]2)[C:8]2[CH:19]=[CH:20][C:21]([NH:23][CH3:24])=[CH:22][C:7]=2[N:6]=1)([CH3:4])([CH3:2])[CH3:3] |f:1.2,3.4.5.6.7.8|. Procedure: Methyl {2-tert-butyl-1-[(4,4-difluorocyclohexyl)methyl]-1H-benzimidazol-5-yl}carbamate (115 mg, 0.303 mmol) was dissolved in 10 mL of THF at 0° C. 1M HCl/ether (0.425 mL, 0.424 mmol) was added and the solution was stirred at 0° C. for 15 min. LiAlH4 (57 mg, 1.52 mmol) was added slowly and the solution was stirred at rt overnight. The reaction was quenched at 0° C. by the addition of MeOH (1 mL) and water (2 mL). Anhydrous Na2SO4 (5.0 g) was added and the solution was stirred at rt for 30 min. Th... Starting materials: FC1(CCN(CC1)C1CC2(C1)CN(CC2)C(=O)OC(C)(C)C)C(=O)OC (tert-Butyl 2-[4-fluoro-4-(methoxycarbonyl)piperidin-1-yl]-6-azaspiro[3.4]octane-6-carboxylate), C(=O)(C(F)(F)F)O (TFA). Solvent: C(Cl)Cl (DCM). Run at time 8 hour. Product: FC(C(=O)O)(F)F.C1C(CC12CNCC2)N2CCC(CC2)(C(=O)OCC)F (ethyl 1-(6-azaspiro[3.4]oct-2-yl)-4-fluoropiperidine-4-carboxylate trifluoroacetate). As a reaction SMILES: [F:1][C:2]1([C:23]([O:25]C)=[O:24])[CH2:7][CH2:6][N:5]([CH:8]2[CH2:11][C:10]3([CH2:15][CH2:14][N:13](C(OC(C)(C)C)=O)[CH2:12]3)[CH2:9]2)[CH2:4][CH2:3]1.[C:27]([OH:33])([C:29]([F:32])([F:31])[F:30])=[O:28]>C(Cl)Cl>[F:30][C:29]([F:32])([F:31])[C:27]([OH:33])=[O:28].[CH2:11]1[C:10]2([CH2:15][CH2:14][NH:13][CH2:12]2)[CH2:9][CH:8]1[N:5]1[CH2:6][CH2:7][C:2]([F:1])([C:23]([O:25][CH2:27][CH3:29])=[O:24])[CH2:3][CH2:4]1 |f:3.4|. Procedure details: tert-Butyl 2-[4-fluoro-4-(methoxycarbonyl)piperidin-1-yl]-6-azaspiro[3.4]octane-6-carboxylate (0.300 g, 0.81 mmol) was dissolved in DCM (4 mL) and TFA (1 mL) was added. The reaction mixture was stirred at rt overnight under nitrogen, then the solvents were removed in vacuo, to give ethyl 1-(6-azaspiro[3.4]oct-2-yl)-4-fluoropiperidine-4-carboxylate trifluoroacetate, as a dark yellow oil which was used directly without further purification. The residue was dissolved in DCM (8 mL) at rt. NEt3 (0.24...